Dataset: the Open Reaction Database (ORD), a public repository of structured organic reaction records. Task: describe an organic reaction: reactants, conditions, products, and yield Starting materials: C(=O)C1=CC=C(S1)OC1=CC=C(C(=O)N)C=C1 (4-(5-Formyl-thiophen-2-yloxy)-benzamide), OC1=C(C=C(C#N)C=C1)OC (4-hydroxy-3-methoxy-benzonitrile). Product: C(=O)C1=CC=C(S1)OC1=C(C=C(C#N)C=C1)OC (4-(5-Formyl-thiophen-2-yloxy)-3-methoxy-benzonitrile). Yield: 17.0%. Reaction SMILES: [CH:1]([C:3]1[S:7][C:6]([O:8][C:9]2[CH:17]=[CH:16][C:12]([C:13]([NH2:15])=O)=[CH:11][CH:10]=2)=[CH:5][CH:4]=1)=[O:2].[OH:18][C:19]1C=CC(C#N)=CC=1OC>>[CH:1]([C:3]1[S:7][C:6]([O:8][C:9]2[CH:17]=[CH:16][C:12]([C:13]#[N:15])=[CH:11][C:10]=2[O:18][CH3:19])=[CH:5][CH:4]=1)=[O:2]. Reported procedure: Using a method similar to preparation of the compound of Example 1 part A, method A, and using 4-hydroxy-3-methoxy-benzonitrile (859 mg, 5.76 mmol) gives the title compound (225 mg, 17%). 1H NMR (Cl3CD): 9.71 (s, 1H), 7.54 (d, J=4.1 Hz, 1H), 7.30 (d, J=8.1 Hz, 1H), 7.28 (s, 1H), 7.23 (d, J=8.1 Hz, 1H), 6.53 (d, J=4.2 Hz, 1H), 3.89 (s, 3H). The reactants are C(C)(C)I (isopropyl iodide), N1CCC(=CC1)C1=CNC2=CC=CC=C12 (3-(1,2,3,6-tetrahydropyridin-4-yl)-1H-indole). Reagents/catalysts: [Ag]=O (silver oxide). The solvent is CC(=O)C (acetone). Reaction conditions: temperature 50 celsius, time 8 hour. Yields the product C(CC)N1CCC(=CC1)C1=CNC2=CC=CC=C12 (3-(1-propyl-1,2,3,6-tetrahydropyridin-4-yl)-1H-indole). As a reaction SMILES: [CH:1](I)([CH3:3])[CH3:2].[NH:5]1[CH2:10][CH:9]=[C:8]([C:11]2[C:19]3[C:14](=[CH:15][CH:16]=[CH:17][CH:18]=3)[NH:13][CH:12]=2)[CH2:7][CH2:6]1>CC(C)=O.[Ag]=O>[CH2:2]([N:5]1[CH2:6][CH:7]=[C:8]([C:11]2[C:19]3[C:14](=[CH:15][CH:16]=[CH:17][CH:18]=3)[NH:13][CH:12]=2)[CH2:9][CH2:10]1)[CH2:1][CH3:3]. Procedure: 3.15 g of silver oxide and 2.25 ml of isopropyl iodide were added to a solution of 4.5 g of 3-(1,2,3,6-tetrahydropyridin-4-yl)-1H-indole in 90 ml of acetone and the mixture was heated at 50° C. for 3 hours and was then cooled. The mixture was filtered and the filtrate was distilled to dryness under reduced pressure. The residue was chromatographed over silica gel and was eluted with a 6-3-1 chloroform-acetone-triethylamine mixture. The fractions were distilled to dryness and the residue was diss... The reactants are C[Mg]Br (methylmagnesium bromide), C(=O)C1=C(C(=C(C=2C(COC21)C2=CC=C(C=C2)C(C)C)C)NC(CC(C)(C)C)=O)C (N-(7-formyl-3-(4-isopropylphenyl)-4,6-dimethyl-2,3-dihydro-1-benzofuran-5-yl)-3,3-dimethylbutanamide). The solvent is O (water). Run at time 1 hour. Product: OC(C)C1=C(C(=C(C=2C(COC21)C2=CC=C(C=C2)C(C)C)C)NC(CC(C)(C)C)=O)C (N-(7-(1-Hydroxyethyl)-3-(4-isopropylphenyl)-4,6-dimethyl-2,3-dihydro-1-benzofuran-5-yl)-3,3-dimethylbutanamide). The yield is 23.7%. RXN SMILES: [CH3:1][Mg]Br.[CH:4]([C:6]1[C:14]2[O:13][CH2:12][CH:11]([C:15]3[CH:20]=[CH:19][C:18]([CH:21]([CH3:23])[CH3:22])=[CH:17][CH:16]=3)[C:10]=2[C:9]([CH3:24])=[C:8]([NH:25][C:26](=[O:32])[CH2:27][C:28]([CH3:31])([CH3:30])[CH3:29])[C:7]=1[CH3:33])=[O:5]>O>[OH:5][CH:4]([C:6]1[C:14]2[O:13][CH2:12][CH:11]([C:15]3[CH:20]=[CH:19][C:18]([CH:21]([CH3:23])[CH3:22])=[CH:17][CH:16]=3)[C:10]=2[C:9]([CH3:24])=[C:8]([NH:25][C:26](=[O:32])[CH2:27][C:28]([CH3:31])([CH3:30])[CH3:29])[C:7]=1[CH3:33])[CH3:1]. Reported procedure: To methylmagnesium bromide (2.0 M THF solution, 5.0 mL, 10.0 mmol) was added N-(7-formyl-3-(4-isopropylphenyl)-4,6-dimethyl-2,3-dihydro-1-benzofuran-5-yl)-3,3-dimethylbutanamide (1.0 g, 1.91 mmol) obtained in Example 20 at 0° C. and the reaction solution was stirred at the same temperature for 1 hour. The reaction solution was poured into water and the product was extracted with ethyl acetate. The organic layer was washed with water and 1 N hydrochloric acid, dried over anhydrous sodium sulfate,... The reactants are FC=1C=CC=C2C(N(C(C12)CCC(=O)NC1=NC=C(C(=O)O)C=C1)CC1=CC=C(C=C1)F)=O (6-{3-[7-Fluoro-2-(4-fluorobenzyl)-3-oxo-2,3-dihydro-1H-isoindol-1-yl]-propionylamino}-nicotinic acid), CC=1C=CC(=NC1)N (5-methylpyridin-2-ylamine). Yields the product FC=1C=CC=C2C(N(C(C12)CCC(=O)NC1=NC=C(C=C1)C)CC1=CC=C(C=C1)F)=O (3-[7-Fluoro-2-(4-fluoro-benzyl)-3-oxo-2,3-dihydro-1H-isoindol-1-yl]-N-(5-methyl-pyridin-2-yl)-propionamide). RXN SMILES: [F:1][C:2]1[CH:3]=[CH:4][CH:5]=[C:6]2[C:10]=1[CH:9]([CH2:11][CH2:12][C:13]([NH:15][C:16]1[CH:24]=[CH:23][C:19]([C:20](O)=O)=[CH:18][N:17]=1)=[O:14])[N:8]([CH2:25][C:26]1[CH:31]=[CH:30][C:29]([F:32])=[CH:28][CH:27]=1)[C:7]2=[O:33].CC1C=CC(N)=NC=1>>[F:1][C:2]1[CH:3]=[CH:4][CH:5]=[C:6]2[C:10]=1[CH:9]([CH2:11][CH2:12][C:13]([NH:15][C:16]1[CH:24]=[CH:23][C:19]([CH3:20])=[CH:18][N:17]=1)=[O:14])[N:8]([CH2:25][C:26]1[CH:27]=[CH:28][C:29]([F:32])=[CH:30][CH:31]=1)[C:7]2=[O:33]. Procedure: The product from Example 11, Part D (120 mg, 0.36 mmol) and 5-methylpyridin-2-ylamine (39 mg, 0.36 mmol) were converted to the title compound in a manner analogous to the method described in Example 27 (78 mg, 50%). 1H NMR (400 MHz, CDCl3) δ 8.27 (s, 1H), 7.99 (d, J=8 Hz, 1H), 7.94 (s, 1H), 7.66 (d, J=7 Hz, 1H), 7.49 (dd, J=8 Hz, 2 Hz, 1H), 7.43 (m, 1H), 7.30 (m, 2H), 7.17 (t, J=9 Hz, 1H), 7.00 (t, J=7 Hz, 2H), 5.26 (d, J=15 Hz, 1H), 4.68 (m, 1H), 4.21 (d, J=15 Hz, 1H), 2.55 (m, 2H), 2.27 (s, 3H... Starting materials: NC1=CC=C(C=C1)C1CC(CC1)C(=O)OC (methyl 3-(4-aminophenyl)cyclopentanecarboxylate), [N+](=O)([O-])C1=CC=C(C=C1)C1CC(CC1)C(=O)OC (methyl 3-(4-nitrophenyl)cyclopentanecarboxylate), NC1=CC=C(C=C1)[C@@H]1CC(CC1)=CC(=O)OCC (ethyl [(3S)-3-(4-aminophenyl)cyclopentylidene]acetate). The product is NC1=CC=C(C=C1)[C@@H]1CC(CC1)CC(=O)OCC (Ethyl [(3S)-3-(4-aminophenyl)cyclopentyl]acetate). RXN SMILES: NC1C=CC(C2CCC(C(OC)=O)C2)=CC=1.[N+](C1C=CC(C2CCC(C(OC)=O)C2)=CC=1)([O-])=O.[NH2:35][C:36]1[CH:41]=[CH:40][C:39]([C@H:42]2[CH2:46][CH2:45][C:44](=[CH:47][C:48]([O:50][CH2:51][CH3:52])=[O:49])[CH2:43]2)=[CH:38][CH:37]=1>>[NH2:35][C:36]1[CH:37]=[CH:38][C:39]([C@H:42]2[CH2:46][CH2:45][CH:44]([CH2:47][C:48]([O:50][CH2:51][CH3:52])=[O:49])[CH2:43]2)=[CH:40][CH:41]=1. Procedure: Following the procedure described for methyl 3-(4-aminophenyl)cyclopentanecarboxylate, replacing methyl 3-(4-nitrophenyl)cyclopentanecarboxylate (Intermediate 84(ii)) with ethyl [(3S)-3-(4-aminophenyl)cyclopentylidene]acetate the title compound was obtained; 1H NMR δ1.18 (t, 3H), 1.21-1.76 (m, 2H), 1.80-2.12 (m, 2H), 2.23-2.48 (m, 2H), 2.80-3.01 (m, 1H), 3.16-3.30 (m, 2H), 4.06 (q, 2H), 4.79 (s, 2H), 6.45-6.51 (m, 2H), 6.84-6.91 (m, 2H); MS m/e M+MeCN 289. Starting materials: N(=O)[O-].[Na+] (NaNO2), OS(=O)(=O)O (H2SO4), C(C)(=O)CC(C)=O (acetylacetone). Solvent: O (water), O (water). Run at time 105 minute. Product: C(C)(=O)C(C(C)=O)=NO (acetylhydroxyiminoacetone). RXN SMILES: [N:1]([O-:3])=O.[Na+].OS(O)(=O)=O.[C:10]([CH2:13][C:14](=[O:16])[CH3:15])(=[O:12])[CH3:11]>O>[C:10]([C:13](=[N:1][OH:3])[C:14](=[O:16])[CH3:15])(=[O:12])[CH3:11] |f:0.1|. Procedure: A solution of 69.0 g (1 mol) of NaNO2 in 103 g water was adjusted to pH 4.0-4.6 using 50% by weight strength H2SO4. At about 15° C., a mixture of 100.0 g (1 mole) of acetylacetone and 475 g of water was metered in at constant pH over a period of 105 min. During the reaction, a product-containing organic phase was formed.